From a dataset of the Open Reaction Database (ORD), a public repository of structured organic reaction records. describe an organic reaction: reactants, conditions, products, and yield The reactants are [OH-].[Na+] (sodium hydroxide), C(CCC)[Sn](CCCC)(CCCC)Br (tri-n-butyltin bromide). The solvent is O (water). Run at temperature 60 celsius. The product is CCCC[Sn](CCCC)(CCCC)O[Sn](CCCC)(CCCC)CCCC (bis(tri-n-butyltin) oxide). The yield is 92.8%. As a reaction SMILES: [OH-:1].[Na+].[CH2:3]([Sn:7](Br)([CH2:12][CH2:13][CH2:14][CH3:15])[CH2:8][CH2:9][CH2:10][CH3:11])[CH2:4][CH2:5][CH3:6]>O>[CH3:6][CH2:5][CH2:4][CH2:3][Sn:7]([O:1][Sn:7]([CH2:8][CH2:9][CH2:10][CH3:11])([CH2:12][CH2:13][CH2:14][CH3:15])[CH2:3][CH2:4][CH2:5][CH3:6])([CH2:12][CH2:13][CH2:14][CH3:15])[CH2:8][CH2:9][CH2:10][CH3:11] |f:0.1|. Procedure details: The same apparatus as used in Example 1 was employed. To the flask were continuously fed 450 g of 30% aqueous sodium hydroxide solution and 300 g of tri-n-butyltin bromide containing 3.5% di-n-butyltin dibromide, with stirring and heating at 60° C., to perform hydrolysis for 60 minutes. To the resulting reaction mixture was added 260 g of water for specific gravity adjustment. The same precipitation as in Example 1 took place, and the reaction mixture split into three distinct phases. The specif... Yields the product P(=O)(OC(C(C(C(C(C(C(CCCCC(F)(F)F)(F)F)(F)F)(F)F)(F)F)(F)F)(F)F)(F)F)(OCC1CO1)[O-].[Na+] (sodium heptadecafluorododecyl glycidyl phosphate). The reactants are P(=O)(OC(C(C(C(C(C(C(CCCCC(F)(F)F)(F)F)(F)F)(F)F)(F)F)(F)F)(F)F)(F)F)(OCC(CCl)O)[O-].[Na+] (sodium heptadecafluorododecyl 2-hydroxy-3-chloropropyl phosphate), C(C)O.[OH-].[Na+] (sodium hydroxide ethanol). Yield: 99.0%. Solvent: C(C)O (ethanol). As a reaction SMILES: [P:1]([O-:39])([O:33][CH2:34][CH:35]([OH:38])[CH2:36]Cl)([O:3][C:4]([F:32])([F:31])[C:5]([F:30])([F:29])[C:6]([F:28])([F:27])[C:7]([F:26])([F:25])[C:8]([F:24])([F:23])[C:9]([F:22])([F:21])[C:10]([F:20])([F:19])[CH2:11][CH2:12][CH2:13][CH2:14][C:15]([F:18])([F:17])[F:16])=[O:2].[Na+:40].C(O)C.[OH-].[Na+]>C(O)C>[P:1]([O-:39])([O:33][CH2:34][CH:35]1[O:38][CH2:36]1)([O:3][C:4]([F:32])([F:31])[C:5]([F:30])([F:29])[C:6]([F:28])([F:27])[C:7]([F:26])([F:25])[C:8]([F:24])([F:23])[C:9]([F:22])([F:21])[C:10]([F:20])([F:19])[CH2:11][CH2:12][CH2:13][CH2:14][C:15]([F:18])([F:17])[F:16])=[O:2].[Na+:40] |f:0.1,2.3.4,6.7|. Reported procedure: 50 g (0.073 mol) of sodium heptadecafluorododecyl 2-hydroxy-3-chloropropyl phosphate was charged into a reactor, to which 1000 ml of ethanol was added, followed by agitation and heating to 70° C. to obtain a uniform mixture. Thereafter, the reaction system was cooled down to 30° C., to which was gradually added 40.5 g (0.073 mol) of a 0.0018 mol/g sodium hydroxide ethanol solution, followed by agitation for 4 hours while keeping the temperature. The HPLC analysis revealed the disappearance of a ... Run at temperature 70 celsius, time 4 hour. The reactants are CC(=O)Cl, CO, Nc1ccc(C(=O)O)c(Cl)c1. Product: COC(=O)c1ccc(N)cc1Cl. RXN SMILES: [CH3:12][C:13](=[O:14])[Cl:15].[CH3:16][OH:17].[NH2:1][c:2]1[cH:3][c:4]([Cl:11])[c:5]([C:6](=[O:7])[OH:8])[cH:9][cH:10]1>>[NH2:1][c:2]1[cH:3][c:4]([Cl:11])[c:5]([C:6]([O:7][CH3:12])=[O:8])[cH:9][cH:10]1. Reactants: COC1=C(C(=CC=C1)OC)C1CCCC(N1CC1=CC=C(C=C1)O)=O (6-(2,6-dimethoxyphenyl)-1-(4-hydroxybenzyl)piperidin-2-one), BrCC (bromoethane). Product: COC1=C(C(=CC=C1)OC)C1CCCC(N1CC1=CC=C(C=C1)OCC)=O (6-(2,6-dimethoxyphenyl)-1-(4-ethoxybenzyl)piperidin-2-one). Reaction SMILES: [CH3:1][O:2][C:3]1[CH:8]=[CH:7][CH:6]=[C:5]([O:9][CH3:10])[C:4]=1[CH:11]1[N:16]([CH2:17][C:18]2[CH:23]=[CH:22][C:21]([OH:24])=[CH:20][CH:19]=2)[C:15](=[O:25])[CH2:14][CH2:13][CH2:12]1.Br[CH2:27][CH3:28]>>[CH3:1][O:2][C:3]1[CH:8]=[CH:7][CH:6]=[C:5]([O:9][CH3:10])[C:4]=1[CH:11]1[N:16]([CH2:17][C:18]2[CH:23]=[CH:22][C:21]([O:24][CH2:27][CH3:28])=[CH:20][CH:19]=2)[C:15](=[O:25])[CH2:14][CH2:13][CH2:12]1. Procedure: Prepared according to the described general procedure 7 (GP7) by O-alkylation of 6-(2,6-dimethoxyphenyl)-1-(4-hydroxybenzyl)piperidin-2-one with commercially available bromoethane. Subsequent purification by preparative HPLC afforded the target compound. LC-MS (conditions E): tR=0.76 min.; [M+H]+: 370.17 g/mol.